From a dataset of the Open Reaction Database (ORD), a public repository of structured organic reaction records. describe an organic reaction: reactants, conditions, products, and yield Reactants: FC(C(=O)O)(F)F.C(C)(C)N1N=CN=C1C1=CN2CCOC3=C(C2=N1)C=CC(=C3)C3CCNCC3 (2-(2-isopropyl-2H-[1,2,4]triazol-3-yl)-8-piperidin-4-yl-4,5-dihydro-6-oxa-1,3a-diaza-benzo[e]azulene trifluoroacetic acid salt), BrCC(=O)N (2-bromo acetamide). Product: C(C)(C)N1N=CN=C1C=1N=C2N(CCOC3=C2C=CC(=C3)C3CCN(CC3)CC(=O)N)C1 (2-(4-(2-(1-isopropyl-1H-1,2,4-triazol-5-yl)-5,6-dihydrobenzo[f]imidazo[1,2-d][1,4]oxazepin-9-yl)piperidin-1-yl)acetamide). Reaction SMILES: FC(F)(F)C(O)=O.[CH:8]([N:11]1[C:15]([C:16]2[N:25]=[C:24]3[N:18]([CH2:19][CH2:20][O:21][C:22]4[CH:29]=[C:28]([CH:30]5[CH2:35][CH2:34][NH:33][CH2:32][CH2:31]5)[CH:27]=[CH:26][C:23]=43)[CH:17]=2)=[N:14][CH:13]=[N:12]1)([CH3:10])[CH3:9].Br[CH2:37][C:38]([NH2:40])=[O:39]>>[CH:8]([N:11]1[C:15]([C:16]2[N:25]=[C:24]3[C:23]4[CH:26]=[CH:27][C:28]([CH:30]5[CH2:35][CH2:34][N:33]([CH2:37][C:38]([NH2:40])=[O:39])[CH2:32][CH2:31]5)=[CH:29][C:22]=4[O:21][CH2:20][CH2:19][N:18]3[CH:17]=2)=[N:14][CH:13]=[N:12]1)([CH3:10])[CH3:9] |f:0.1|. Procedure details: Following the procedure for 143, 2-(2-isopropyl-2H-[1,2,4]triazol-3-yl)-8-piperidin-4-yl-4,5-dihydro-6-oxa-1,3a-diaza-benzo[e]azulene trifluoroacetic acid salt was reacted with 2-bromo acetamide to give 226 as a white solid. 1H NMR δ (ppm) (DMSO-d): 8.27 (1H, d, J=8.27 Hz), 7.84 (2H, d, J=2.70 Hz), 7.15 (1H, s), 7.06 (1H, s), 7.01 (1H, d, J=8.43 Hz), 6.87 (1H, s), 5.87-5.78 (1H, m), 4.44 (4H, d, J=6.92 Hz), 2.90-2.78 (4H, m), 2.15-2.06 (2H, m), 1.68 (5H, s), 1.42 (6H, d, J=6.59 Hz). LCMS: RT=2.5... Starting materials: ON1N=CC(=C1)C(=O)O (1-hydroxypyrazole-4-carboxylic acid), S(O)(O)(=O)=O (sulfuric acid), CO (methanol). Yields the product ON1N=CC(=C1)C(=O)OC (methyl 1-hydroxypyrazole-4-carboxylate). Yield: 91.0%. As a reaction SMILES: [OH:1][N:2]1[CH:6]=[C:5]([C:7]([OH:9])=[O:8])[CH:4]=[N:3]1.S(=O)(=O)(O)O.[CH3:15]O>>[OH:1][N:2]1[CH:6]=[C:5]([C:7]([O:9][CH3:15])=[O:8])[CH:4]=[N:3]1. Reported procedure: 90 g of 1-hydroxypyrazole-4-carboxylic acid (for preparation, see corresponding German Patent Application No. P 35 32 879.7) are suspended in 500 ml of methanol, and 10 ml of concentrated sulfuric acid are added. The mixture is then refluxed for 12 hours, the methanol is distilled off under reduced pressure, the solid residue is stirred in 400 ml of water, the solution is brought to pH 3 with sodium hydroxide solution, and the product is filtered off under suction and washed with water. The moth... Starting materials: BrCCCCBr, O=C([O-])[O-], CS(C)=O, CC(C)=O, [I-], [K+], [K+], [K+], CC(=O)Nc1ccc(O)c([N+](=O)[O-])c1, O. Yields the product CC(=O)Nc1ccc(OCCCCBr)c([N+](=O)[O-])c1. Reaction SMILES: [Br:15][CH2:16][CH2:17][CH2:18][CH2:19][Br:20].[C:21](=[O:22])([O-:23])[O-:24].[CH3:29][S:30]([CH3:31])=[O:32].[CH3:33][C:34](=[O:35])[CH3:36].[I-:28].[K+:25].[K+:26].[K+:27].[N+:1](=[O:2])([O-:3])[c:4]1[c:5]([OH:14])[cH:6][cH:7][c:8]([NH:10][C:11](=[O:12])[CH3:13])[cH:9]1.[OH2:37]>>[N+:1](=[O:2])([O-:3])[c:4]1[c:5]([O:14][CH2:19][CH2:18][CH2:17][CH2:16][Br:15])[cH:6][cH:7][c:8]([NH:10][C:11](=[O:12])[CH3:13])[cH:9]1. Run at time 15 minute. RXN SMILES: C(OC([N:8]1[CH2:13][CH2:12][CH:11]([N:14]2[CH:18]=[C:17]([C:19]3[CH:20]=[CH:21][C:22]4[N:23]([C:25]([CH2:28][C:29]5[C:30]([F:40])=[C:31]6[C:36](=[CH:37][C:38]=5[F:39])[N:35]=[CH:34][CH:33]=[CH:32]6)=[CH:26][N:27]=4)[N:24]=3)[CH:16]=[N:15]2)[CH2:10][CH2:9]1)=O)(C)(C)C.C(O)(C(F)(F)F)=O>C(Cl)Cl>[F:40][C:30]1[C:29]([CH2:28][C:25]2[N:23]3[N:24]=[C:19]([C:17]4[CH:16]=[N:15][N:14]([CH:11]5[CH2:12][CH2:13][NH:8][CH2:9][CH2:10]5)[CH:18]=4)[CH:20]=[CH:21][C:22]3=[N:27][CH:26]=2)=[C:38]([F:39])[CH:37]=[C:36]2[C:31]=1[CH:32]=[CH:33][CH:34]=[N:35]2. The solvent is C(Cl)Cl (DCM). Procedure: 4-{4-[3-(5,7-Difluoro-quinolin-6-ylmethyl)-imidazo[1,2-b]pyridazin-6-yl]-pyrazol-1-yl}-piperidine-1-carboxylic acid tert-butyl ester (Example 244, 219 mg, 0.401 mmol) was dissolved in DCM (3 mL) with TFA (0.619 mL, 8.03 mmol). The RM was stirred at rt for 1 h 15 min and it was quenched with ice water. It was extracted with EtOAc twice. The combined organic layers was washed with brine and dried over Na2SO4. It was filtered and the solvent was removed. The residue was purified by preparative HPLC... The product is FC1=C2C=CC=NC2=CC(=C1CC1=CN=C2N1N=C(C=C2)C=2C=NN(C2)C2CCNCC2)F (5,7-Difluoro-6-[6-(1-piperidin-4-yl-1H-pyrazol-4-yl)-imidazo[1,2-b]pyridazin-3-ylmethyl]-quinoline). The reactants are C(C)(C)(C)OC(=O)N1CCC(CC1)N1N=CC(=C1)C=1C=CC=2N(N1)C(=CN2)CC=2C(=C1C=CC=NC1=CC2F)F (4-{4-[3-(5,7-Difluoro-quinolin-6-yl methyl)-imidazo[1,2-b]pyridazin-6-yl]-pyrazol-1-yl}-piperidine-1-carboxylic acid tert-butyl ester), C(=O)(C(F)(F)F)O (TFA). Yields the product CCOC(=O)C(=O)Nc1sc(-c2ccccc2)cc1[N+](=O)[O-]. Starting materials: CCOC(=O)C(=O)Nc1ccc(-c2ccccc2)s1, CC(=O)OC(C)=O, CC(=O)O, O=[N+]([O-])O. As a reaction SMILES: [C:1](=[O:2])([C:3](=[O:4])[O:5][CH2:6][CH3:7])[NH:8][c:9]1[s:10][c:11](-[c:14]2[cH:15][cH:16][cH:17][cH:18][cH:19]2)[cH:12][cH:13]1.[CH3:24][C:25]([O:26][C:27](=[O:28])[CH3:29])=[O:30].[CH3:31][C:32](=[O:33])[OH:34].[OH:20][N+:21]([O-:22])=[O:23]>>[C:1](=[O:2])([C:3](=[O:4])[O:5][CH2:6][CH3:7])[NH:8][c:9]1[s:10][c:11](-[c:14]2[cH:15][cH:16][cH:17][cH:18][cH:19]2)[cH:12][c:13]1[N+:21](=[O:20])[O-:22].